Dataset: the Open Reaction Database (ORD), a public repository of structured organic reaction records. Task: describe an organic reaction: reactants, conditions, products, and yield Starting materials: COC(=O)c1ccc(OCC2CC(Oc3ccc4ccccc4c3)CN2C(=O)OC(C)(C)C)cc1, ClCCl, O=C(O)C(F)(F)F. The product is COC(=O)c1ccc(OCC2CC(Oc3ccc4ccccc4c3)CN2)cc1. RXN SMILES: [C:1]([O:2][C:3](=[O:4])[N:8]1[CH:9]([CH2:24][O:25][c:26]2[cH:27][cH:28][c:29]([C:30](=[O:31])[O:32][CH3:33])[cH:34][cH:35]2)[CH2:10][CH:11]([O:13][c:14]2[cH:15][c:16]3[cH:17][cH:18][cH:19][cH:20][c:21]3[cH:22][cH:23]2)[CH2:12]1)([CH3:5])([CH3:6])[CH3:7].[Cl:43][CH2:44][Cl:45].[F:36][C:37]([F:38])([F:39])[C:40]([OH:41])=[O:42]>>[NH:8]1[CH:9]([CH2:24][O:25][c:26]2[cH:27][cH:28][c:29]([C:30](=[O:31])[O:32][CH3:33])[cH:34][cH:35]2)[CH2:10][CH:11]([O:13][c:14]2[cH:15][c:16]3[cH:17][cH:18][cH:19][cH:20][c:21]3[cH:22][cH:23]2)[CH2:12]1. The reactants are N(=[N+]=[N-])CCC1COC2=C1C=C(C=C2)C#N (3-(2-azido-ethyl)-5-cyano-2,3-dihydro-benzofuran), C1=CC=C(C=C1)P(C2=CC=CC=C2)C3=CC=CC=C3 (Ph3P), O (H2O). The solvent is C1CCOC1 (THF). Reaction conditions: time 7 hour. Yields the product NCCC1COC2=C1C=C(C=C2)C#N (3-(2-Amino-ethyl)-5-cyano-2,3-dihydro-benzofuran). As a reaction SMILES: [N:1]([CH2:4][CH2:5][CH:6]1[C:10]2[CH:11]=[C:12]([C:15]#[N:16])[CH:13]=[CH:14][C:9]=2[O:8][CH2:7]1)=[N+]=[N-].C1C=CC(P(C2C=CC=CC=2)C2C=CC=CC=2)=CC=1.O>C1COCC1>[NH2:1][CH2:4][CH2:5][CH:6]1[C:10]2[CH:11]=[C:12]([C:15]#[N:16])[CH:13]=[CH:14][C:9]=2[O:8][CH2:7]1. Procedure: To a solution of 3-(2-azido-ethyl)-5-cyano-2,3-dihydro-benzofuran (434 mg, 2 mmol) (reference example 7) in THF (10 mL) was added Ph3P (576 mg, 2.2 mmol). The resulting solution was stirred for 7 hr then H2O added (72 ml, 4 mmol). This solution was stirred for 18 hr then concentrated. The residue was azeotroped with toluene then used without further purification. 1H NMR (CDCl3) d 1.81 (m, 1H), 1.93 (m, 1H) 2.5 (bs, 2H), 2.81 (m, 2H), 3.60 (m, 1H), 4.32 (dd, J=8, 6 Hz, 1H), 4.73 (t, J=8 Hz, 1H) 6... Isolated yield 117.7%. The solvent is O1CCOCC1 (1,4-dioxane), O (H2O). Reported procedure: 2-Amino 4,6-dichloro pyrimidine (0.164 g, 1 mmol), 4-(2-trifluoromethyl-phenyl)-piperidine hydrochloride (0.266 g, 1 mmol), and cesium carbonate (0.684 g, 2.1 mmol) were dissolved in a mixture of 1,4-dioxane (5 ml) and H2O (5 ml) in a 20 ml microwave vial. The mixture was stirred at 210° C. for 20 minutes in a microwave reactor. Solvent was removed and the residue was dissolved in 5% methanol in CH2Cl2 (20 ml), dried over Na2SO4 and concentrated to get the crude intermediate, 4-chloro-6-[4-(2-tr... The product is crude intermediate, ClC1=NC(=NC(=C1)N1CCC(CC1)C1=C(C=CC=C1)C(F)(F)F)N (4-chloro-6-[4-(2-trifluoromethyl-phenyl)-piperidin-1-yl]-pyrimidin-2-ylamine). RXN SMILES: [NH2:1][C:2]1[N:7]=[C:6]([Cl:8])[CH:5]=[C:4](Cl)[N:3]=1.Cl.[F:11][C:12]([F:26])([F:25])[C:13]1[CH:18]=[CH:17][CH:16]=[CH:15][C:14]=1[CH:19]1[CH2:24][CH2:23][NH:22][CH2:21][CH2:20]1.C(=O)([O-])[O-].[Cs+].[Cs+]>O1CCOCC1.O>[Cl:8][C:6]1[CH:5]=[C:4]([N:22]2[CH2:23][CH2:24][CH:19]([C:14]3[CH:15]=[CH:16][CH:17]=[CH:18][C:13]=3[C:12]([F:11])([F:25])[F:26])[CH2:20][CH2:21]2)[N:3]=[C:2]([NH2:1])[N:7]=1 |f:1.2,3.4.5|. Run at temperature 210 celsius, time 20 minute. Starting materials: NC1=NC(=CC(=N1)Cl)Cl (2-Amino 4,6-dichloro pyrimidine), Cl.FC(C1=C(C=CC=C1)C1CCNCC1)(F)F (4-(2-trifluoromethyl-phenyl)-piperidine hydrochloride), C([O-])([O-])=O.[Cs+].[Cs+] (cesium carbonate).